The task is: describe an organic reaction: reactants, conditions, products, and yield. This data is from the Open Reaction Database (ORD), a public repository of structured organic reaction records. Reaction SMILES: [CH3:13][C:14](=[O:15])[OH:16].[CH3:1][O:2][CH2:3][CH2:4][S:5][c:6]1[n:7][nH:8][cH:9][n:10]1.[OH:11][OH:12]>>[CH3:1][O:2][CH2:3][CH2:4][S:5]([c:6]1[n:7][nH:8][cH:9][n:10]1)=[O:11]. The product is COCCS(=O)c1nc[nH]n1. The reactants are CC(=O)O, COCCSc1nc[nH]n1, OO. The reactants are CCCCCCC1(CCC(C#N)C2CCC(OC)CC2)OCCO1, O=C([O-])O, CCO, [Na+], Cc1ccc(S(=O)(=O)[O-])cc1, c1cc[nH+]cc1. Yields the product CCCCCCC(=O)CCC(C#N)C1CCC(OC)CC1. As a reaction SMILES: [C:18](#[N:19])[CH:20]([CH2:21][CH2:22][C:23]1([CH2:24][CH2:25][CH2:26][CH2:27][CH2:28][CH3:29])[O:30][CH2:33][CH2:32][O:31]1)[CH:34]1[CH2:35][CH2:36][CH:37]([O:40][CH3:41])[CH2:38][CH2:39]1.[C:45](=[O:46])([OH:47])[O-:48].[CH3:42][CH2:43][OH:44].[Na+:49].[c:1]1([CH3:2])[cH:3][cH:4][c:5]([S:6]([O-:7])(=[O:8])=[O:9])[cH:10][cH:11]1.[nH+:12]1[cH:13][cH:14][cH:15][cH:16][cH:17]1>>[C:18](#[N:19])[CH:20]([CH2:21][CH2:22][C:23]([CH2:24][CH2:25][CH2:26][CH2:27][CH2:28][CH3:29])=[O:30])[CH:34]1[CH2:35][CH2:36][CH:37]([O:40][CH3:41])[CH2:38][CH2:39]1.